This data is from the Open Reaction Database (ORD), a public repository of structured organic reaction records. The task is: describe an organic reaction: reactants, conditions, products, and yield Reactants: O=C([O-])[O-], C1CCOC1, CCOC(C)=O, CN1CCN(C)C1=O, [Cu+2], O, O, COc1ccc(Cn2ncc3c(O)c(C(=O)O)cnc32)cc1. Product: COc1ccc(Cn2ncc3c(O)ccnc32)cc1. Reaction SMILES: [C:44](=[O:45])([O-:46])[O-:47].[CH2:30]1[O:31][CH2:32][CH2:33][CH2:34]1.[CH3:24][CH2:25][O:26][C:27](=[O:28])[CH3:29].[CH3:36][N:37]1[CH2:38][CH2:39][N:40]([CH3:41])[C:42]1=[O:43].[Cu+2:48].[OH2:23].[OH2:35].[OH:1][c:2]1[c:3]2[c:4]([n:5][cH:6][c:7]1[C:8]([OH:9])=[O:10])[n:11]([CH2:14][c:15]1[cH:16][cH:17][c:18]([O:21][CH3:22])[cH:19][cH:20]1)[n:12][cH:13]2>>[OH:1][c:2]1[c:3]2[c:4]([n:5][cH:6][cH:7]1)[n:11]([CH2:14][c:15]1[cH:16][cH:17][c:18]([O:21][CH3:22])[cH:19][cH:20]1)[n:12][cH:13]2. The reactants are CO (MeOH), BrC1=CN=C2N1N=C(C=C2)Cl (3-bromo-6-chloro-imidazo[1,2-b]pyridazine), COC1=C(OCCN)C=CC=C1 (2-(2-methoxy-phenoxy)-ethylamine). Solvent: C(Cl)Cl (DCM), C(Cl)Cl (DCM). Run at temperature 160 celsius. Yields the product BrC1=CN=C2N1N=C(C=C2)NCCOC2=C(C=CC=C2)OC ((3-Bromo-imidazo[1,2-b]pyridazin-6-yl)-[2-(2-methoxy-phenoxy)-ethyl]-amine). Isolated yield 44.1%. As a reaction SMILES: [Br:1][C:2]1[N:6]2[N:7]=[C:8](Cl)[CH:9]=[CH:10][C:5]2=[N:4][CH:3]=1.[CH3:12][O:13][C:14]1[CH:23]=[CH:22][CH:21]=[CH:20][C:15]=1[O:16][CH2:17][CH2:18][NH2:19].CO>C(Cl)Cl>[Br:1][C:2]1[N:6]2[N:7]=[C:8]([NH:19][CH2:18][CH2:17][O:16][C:15]3[CH:20]=[CH:21][CH:22]=[CH:23][C:14]=3[O:13][CH3:12])[CH:9]=[CH:10][C:5]2=[N:4][CH:3]=1. Procedure details: A mixture of 3-bromo-6-chloro-imidazo[1,2-b]pyridazine (232 mg, 1 mmol) and 2-(2-methoxy-phenoxy)-ethylamine (2 g, 12 mmol) was heated in a microwave at 160° C. for 30 min. The reaction mixture was subjected to ISCO (40 g column, DCM 3 min. then 0-10% MeOH in DCM over 30 min.) to gave the product (160 mg). LRMS (ESI) m/z 363 and 365.1 [(M+H)]+, calc'd for C15H15BrN4O2: 363.22.